From a dataset of the Open Reaction Database (ORD), a public repository of structured organic reaction records. describe an organic reaction: reactants, conditions, products, and yield The reactants are C(C)(C)[N-]C(C)C.[Li+] (Lithium diisopropylamide), O=C1N(CCCC1)C(=O)OC(C)(C)C (tert-butyl 2-oxo-1-piperidinecarboxylate), C(C1=CC=CC=C1)(C1=CC=CC=C1)(C1=CC=CC=C1)N1C=NC(=C1)C=O (1-tritylimidazole-4-carboxaldehyde), [Cl-].[NH4+] (ammonium chloride). Run in O1CCCC1 (tetrahydrofuran), O1CCCC1 (tetrahydrofuran). Run at time 20 minute. Product: OC(C1C(N(CCC1)C(=O)OC(C)(C)C)=O)C=1N=CN(C1)C(C1=CC=CC=C1)(C1=CC=CC=C1)C1=CC=CC=C1 (tert-Butyl 3-[hydroxy(1-trityl-1H-imidazol-4-yl)methyl]-2-oxo-1-piperidinecarboxylate). Yield: 99.0%. Reaction SMILES: C([N-]C(C)C)(C)C.[Li+].[O:9]=[C:10]1[CH2:15][CH2:14][CH2:13][CH2:12][N:11]1[C:16]([O:18][C:19]([CH3:22])([CH3:21])[CH3:20])=[O:17].[C:23]([N:42]1[CH:46]=[C:45]([CH:47]=[O:48])[N:44]=[CH:43]1)([C:36]1[CH:41]=[CH:40][CH:39]=[CH:38][CH:37]=1)([C:30]1[CH:35]=[CH:34][CH:33]=[CH:32][CH:31]=1)[C:24]1[CH:29]=[CH:28][CH:27]=[CH:26][CH:25]=1.[Cl-].[NH4+]>O1CCCC1>[OH:48][CH:47]([C:45]1[N:44]=[CH:43][N:42]([C:23]([C:24]2[CH:29]=[CH:28][CH:27]=[CH:26][CH:25]=2)([C:30]2[CH:31]=[CH:32][CH:33]=[CH:34][CH:35]=2)[C:36]2[CH:41]=[CH:40][CH:39]=[CH:38][CH:37]=2)[CH:46]=1)[CH:15]1[CH2:14][CH2:13][CH2:12][N:11]([C:16]([O:18][C:19]([CH3:22])([CH3:21])[CH3:20])=[O:17])[C:10]1=[O:9] |f:0.1,4.5|. Procedure: Lithium diisopropylamide (8 ml, 1.5M in cyclohexane, 12 mmol) was added dropwise over 5 minutes to a cooled (−78° C.) solution of tert-butyl 2-oxo-1-piperidinecarboxylate (J. Org. Chem. 1983, 48, 2424; J. Chem. Soc. I, 1989, 721) (1.99 g, 10 mmol) in tetrahydrofuran (40 ml), so as to maintain a temperature below −70° C. Once addition was complete, the solution was stirred for 20 minutes. A solution of 1-tritylimidazole-4-carboxaldehyde (J. Med. Chem. 1977, 20, 721) (4.06 g, 12 mmol) in tetrahydr... Starting materials: O (water), C(C)C=1C(=CN=C2C=CC(N(C12)CC=C)=O)F (8-ethyl-7-fluoro-1-(2-propen-1-yl)-1,5-naphthyridin-2(1H)-one), I(=O)(=O)(=O)[O-].[Na+] (sodium periodate), O (water). The reagents and catalysts are [Os](=O)(=O)(=O)=O (osmium tetroxide). Solvent: [Cl-].[Na+].O (brine), CCOC(=O)C (EtOAc), O1CCOCC1 (1,4-dioxane). Conditions: time 8 hour. Yields the product C(C)C=1C(=CN=C2C=CC(N(C12)CC=O)=O)F ((8-Ethyl-7-fluoro-2-oxo-1,5-naphthyridin-1(2H)-yl)acetaldehyde). Isolated yield 91.8%. Reaction SMILES: [CH2:1]([C:3]1[C:4]([F:17])=[CH:5][N:6]=[C:7]2[C:12]=1[N:11]([CH2:13][CH:14]=C)[C:10](=[O:16])[CH:9]=[CH:8]2)[CH3:2].O.I([O-])(=O)(=O)=[O:20].[Na+]>O1CCOCC1.[Cl-].[Na+].O.CCOC(C)=O.[Os](=O)(=O)(=O)=O>[CH2:1]([C:3]1[C:4]([F:17])=[CH:5][N:6]=[C:7]2[C:12]=1[N:11]([CH2:13][CH:14]=[O:20])[C:10](=[O:16])[CH:9]=[CH:8]2)[CH3:2] |f:2.3,5.6.7|. Reported procedure: 8-ethyl-7-fluoro-1-(2-propen-1-yl)-1,5-naphthyridin-2(1H)-one (0.181 g, 0.781 mmol) was dissolved in 1,4-dioxane (4.0 mL) and water (3.5 ml) at rt under argon. Then sodium periodate (0.418 g, 1.95 mmol) was added followed by osmium tetroxide (0.175 mL of 4% aqueous solution). After 10 mins a white precipitate came out of solution, further addition of water (2 ml) was required to re-dissolve everything. After the reaction had been left stirring at rt overnight, it was then diluted with brine (20 ... Solvent: CO (methanol). Reported procedure: A mixture of 2-(azidomethyl)-6-(2,2,2-trifluoroethoxy)pyridine (Step-5, 0.44 g, 1.90 mmol) and palladium 10% on carbon (0.070 g) in methanol (12 mL) is vigorously stirred at room temperature under hydrogen atmosphere (0.3 MPa) for 3 hours. After filtration through a pad of celite, the filtrate is concentrated in vacuo. The residue is diluted with methanol (4 mL) and applied onto a strong cation exchange cartridge (BondElute(registered trademark) SCX, 1 g/6 mL, Varian Inc.), and the solid phase m... Reagents/catalysts: [Pd] (palladium). Conditions: time 3 hour. Starting materials: N(=[N+]=[N-])CC1=NC(=CC=C1)OCC(F)(F)F (2-(azidomethyl)-6-(2,2,2-trifluoroethoxy)pyridine). Reaction SMILES: [N:1]([CH2:4][C:5]1[CH:10]=[CH:9][CH:8]=[C:7]([O:11][CH2:12][C:13]([F:16])([F:15])[F:14])[N:6]=1)=[N+]=[N-]>CO.[Pd]>[F:16][C:13]([F:14])([F:15])[CH2:12][O:11][C:7]1[N:6]=[C:5]([CH2:4][NH2:1])[CH:10]=[CH:9][CH:8]=1. Yields the product FC(COC1=CC=CC(=N1)CN)(F)F ((6-(2,2,2-trifluoroethoxy)pyridin-2-yl)methanamine). Isolated yield 68.9%. The reactants are CO, N, COC(=O)c1sc(-n2cnc3ccncc32)cc1OC(C)c1ccccc1C(F)(F)F. The product is CC(Oc1cc(-n2cnc3ccncc32)sc1C(N)=O)c1ccccc1C(F)(F)F. As a reaction SMILES: [CH3:33][OH:34].[NH3:32].[n:1]1[cH:2][n:3](-[c:10]2[cH:11][c:12]([O:19][CH:20]([CH3:21])[c:22]3[c:23]([C:28]([F:29])([F:30])[F:31])[cH:24][cH:25][cH:26][cH:27]3)[c:13]([C:15]([O:17][CH3:16])=[O:18])[s:14]2)[c:4]2[cH:5][n:6][cH:7][cH:8][c:9]12>>[n:1]1[cH:2][n:3](-[c:10]2[cH:11][c:12]([O:19][CH:20]([CH3:21])[c:22]3[c:23]([C:28]([F:29])([F:30])[F:31])[cH:24][cH:25][cH:26][cH:27]3)[c:13]([C:15](=[O:17])[NH2:32])[s:14]2)[c:4]2[cH:5][n:6][cH:7][cH:8][c:9]12. The reactants are CC(C)(C)c1cc(Nc2ccc(S(=O)(=O)Nc3nccs3)cc2)n(C(C)(C)C)n1, O=CO. The product is CC(C)(C)c1cc(Nc2ccc(S(=O)(=O)Nc3nccs3)cc2)[nH]n1. Reaction SMILES: [C:1]([CH3:2])([CH3:3])([CH3:4])[n:5]1[n:6][c:7]([C:26]([CH3:27])([CH3:28])[CH3:29])[cH:8][c:9]1[NH:10][c:11]1[cH:12][cH:13][c:14]([S:17](=[O:18])(=[O:19])[NH:20][c:21]2[s:22][cH:23][cH:24][n:25]2)[cH:15][cH:16]1.[CH:30]([OH:31])=[O:32]>>[nH:5]1[n:6][c:7]([C:26]([CH3:27])([CH3:28])[CH3:29])[cH:8][c:9]1[NH:10][c:11]1[cH:12][cH:13][c:14]([S:17](=[O:18])(=[O:19])[NH:20][c:21]2[s:22][cH:23][cH:24][n:25]2)[cH:15][cH:16]1. Starting materials: BrC1=NC=C(C=C1)CBr (2-Bromo-5-(bromomethyl)pyridine), C1COCCOCCOCCOCCOCCO1 (18-crown-6), N1C=NC=C1 (imidazole), C(=O)([O-])[O-].[K+].[K+] (K2CO3). The product is N1(C=NC=C1)CC=1C=CC(=NC1)Br (5-Imidazol-1-ylmethyl-2-bromopyridine). As a reaction SMILES: [Br:1][C:2]1[CH:7]=[CH:6][C:5]([CH2:8]Br)=[CH:4][N:3]=1.[NH:10]1[CH:14]=[CH:13][N:12]=[CH:11]1.C([O-])([O-])=O.[K+].[K+].C1OCCOCCOCCOCCOCCOC1>>[N:10]1([CH2:8][C:5]2[CH:6]=[CH:7][C:2]([Br:1])=[N:3][CH:4]=2)[CH:14]=[CH:13][N:12]=[CH:11]1 |f:2.3.4|. Procedure details: Synthesized using 1b (1.32 g, 5.26 mmol), imidazole (0.75 g, 11.00 mmol), K2CO3 (1.13 g, 8.16 mmol) and 18-crown-6 according to Method B. Yellow solid. Yield: 0.75 g, 60%. 1H NMR (CDCl3, 500 MHz): δH (ppm)=5.12 (s, 2H), 6.88 (t, J=1.2 Hz, 1H), 7.13 (s, 1H), 7.28 (d, J=2.5 Hz, 1H), 7.48 (d, J=8.5 Hz, 1H), 7.56 (s, 1H), 8.28 (d, J=2.5 Hz, 1H); MS (ESI): m/z=239.08 [M+H]+. Reactants: C(C)S(=O)(=O)C1=CC(=CC=C1)[N+](=O)[O-] (1-(Ethylsulfonyl)-3-nitro-benzene), [H][H] (hydrogen). Reagents/catalysts: [Ni] (Raney-Nickel). Solvent: CO (methanol). Yields the product C(C)S(=O)(=O)C=1C=C(N)C=CC1 (3-(Ethylsulfonyl)-aniline). As a reaction SMILES: [CH2:1]([S:3]([C:6]1[CH:11]=[CH:10][CH:9]=[C:8]([N+:12]([O-])=O)[CH:7]=1)(=[O:5])=[O:4])[CH3:2].[H][H]>CO.[Ni]>[CH2:1]([S:3]([C:6]1[CH:7]=[C:8]([CH:9]=[CH:10][CH:11]=1)[NH2:12])(=[O:5])=[O:4])[CH3:2]. Procedure details: 1-(Ethylsulfonyl)-3-nitro-benzene (1.9 g; 9 mmol) was dissolved in 80 mL of methanol then 1 g of Raney-Nickel is added and the mixture treated with hydrogen gas. The reaction mixture was subsequently filtered and concentrated to yield 1.5 g (8.1 mmol; yield=93%) of an yellow oil. Reactants: CON(C)C(=O)c1ccc(Cl)nc1Cl, [NH4+], C1CCOC1, [OH-]. The product is CON(C)C(=O)c1ccc(Cl)nc1N. Reaction SMILES: [Cl:1][c:2]1[c:3]([C:4](=[O:5])[N:6]([CH3:7])[O:8][CH3:9])[cH:10][cH:11][c:12]([Cl:14])[n:13]1.[NH4+:15].[O:17]1[CH2:18][CH2:19][CH2:20][CH2:21]1.[OH-:16]>>[c:2]1([NH2:15])[c:3]([C:4](=[O:5])[N:6]([CH3:7])[O:8][CH3:9])[cH:10][cH:11][c:12]([Cl:14])[n:13]1. The reactants are C(C1=CC=CC=C1)ON1[C@@H]2CC[C@H](N(C1=O)C2)C(=O)N[C@H]2CN(CC2)C(=O)OC(C)(C)C (tert-butyl (3R)-3-({[(2S,5R)-6-(benzyloxy)-7-oxo-1,6-diazabicyclo[3.2.1]oct-2-yl]carbonyl}amino)pyrrolidine-1-carboxylate). The reagents and catalysts are [Pd] (Palladium on carbon). Solvent: CO (methanol). Conditions: time 3 hour. The product is ON1[C@@H]2CC[C@H](N(C1=O)C2)C(=O)N[C@H]2CN(CC2)C(=O)OC(C)(C)C (tert-Butyl (3R)-3-({[(2S,5R)-6-hydroxy-7-oxo-1,6-diazabicyclo[3.2.1]oct-2-yl]carbonyl}amino)pyrrolidine-1-carboxylate). Reaction SMILES: C([O:8][N:9]1[C:15](=[O:16])[N:14]2[CH2:17][C@H:10]1[CH2:11][CH2:12][C@H:13]2[C:18]([NH:20][C@@H:21]1[CH2:25][CH2:24][N:23]([C:26]([O:28][C:29]([CH3:32])([CH3:31])[CH3:30])=[O:27])[CH2:22]1)=[O:19])C1C=CC=CC=1>[Pd].CO>[OH:8][N:9]1[C:15](=[O:16])[N:14]2[CH2:17][C@H:10]1[CH2:11][CH2:12][C@H:13]2[C:18]([NH:20][C@@H:21]1[CH2:25][CH2:24][N:23]([C:26]([O:28][C:29]([CH3:32])([CH3:31])[CH3:30])=[O:27])[CH2:22]1)=[O:19]. Reported procedure: Palladium on carbon (9.18 mg; 10% Pd/C) was added to a solution of tert-butyl (3R)-3-({[(2S,5R)-6-(benzyloxy)-7-oxo-1,6-diazabicyclo[3.2.1]oct-2-yl]carbonyl}amino)pyrrolidine-1-carboxylate (38 mg, 0.085 mmol) in methanol (2 mL) and the resulting mixture was stirred under hydrogen (balloon) for 3 hours. TLC analysis showed the reaction was complete. The reaction mixture was filtered through a microfilter and the filtrate was concentrated under vacuum to afford the impure title compound as an oil.